This data is from the Open Reaction Database (ORD), a public repository of structured organic reaction records. The task is: describe an organic reaction: reactants, conditions, products, and yield Starting materials: BrC1=CC=C(O[C@@H]2[C@@H](CCC2)N)C=C1 (cis-2-(4-bromophenoxy)cyclopentanamine), N12CCCCCC2=NCCC1 (1,8-diazabicyclo[5.4.0]undec-7-ene), Cl (hydrochloric acid), CC(C)S(=O)(=O)Cl (propane-2-sulfonyl chloride). Reagents/catalysts: CN(C1=CC=NC=C1)C (4-(dimethylamino)pyridine). The solvent is C(Cl)Cl (methylene chloride). Run at temperature 0 celsius, time 18 hour. Product: BrC1=CC=C(O[C@@H]2[C@@H](CCC2)NS(=O)(=O)C(C)C)C=C1 (cis-N-[2-(4-bromophenoxy)cyclopentyl]propane-2-sulfonamide). As a reaction SMILES: [Br:1][C:2]1[CH:14]=[CH:13][C:5]([O:6][C@H:7]2[CH2:11][CH2:10][CH2:9][C@H:8]2[NH2:12])=[CH:4][CH:3]=1.N12CCCN=C1CCCCC2.[CH3:26][CH:27]([S:29](Cl)(=[O:31])=[O:30])[CH3:28].Cl>C(Cl)Cl.CN(C)C1C=CN=CC=1>[Br:1][C:2]1[CH:14]=[CH:13][C:5]([O:6][C@H:7]2[CH2:11][CH2:10][CH2:9][C@H:8]2[NH:12][S:29]([CH:27]([CH3:28])[CH3:26])(=[O:31])=[O:30])=[CH:4][CH:3]=1. Procedure: To a slurry of cis-2-(4-bromophenoxy)cyclopentanamine (1.43 g, 5.58 mmol) in methylene chloride (38.5 mL) was added 1,8-diazabicyclo[5.4.0]undec-7-ene (1.40 mL, 9.36 mmol), then 4-(dimethylamino)pyridine (915 mg, 7.49 mmol). The reaction mixture was cooled to 0° C. and propane-2-sulfonyl chloride (0.937 mL, 8.38 mmol) was added drop-wise. The mixture was then allowed to warm to room temperature and stir for 18 hours. The reaction was treated with 1N aqueous hydrochloric acid, and the organic lay... The reactants are 3A, C(Cl)(Cl)Cl (chloroform), C(C=1C(O)=CC=CC1)(=O)N (salicylamide), O.C=1(C(=CC=CC1)S(=O)(=O)O)C (toluene sulfonic acid monohydrate). The solvent is CC(=O)C (acetone), CC(=O)C (acetone). Conditions: time 24 hour. Product: CC1(OC2=C(C(N1)=O)C=CC=C2)C (2,2-dimethyl-1,3-benzoxazin-4-one). Reaction SMILES: C(Cl)(Cl)Cl.[C:5]([NH2:14])(=[O:13])[C:6]1[C:7](=[CH:9][CH:10]=[CH:11][CH:12]=1)[OH:8].O.[C:16]1(C)[C:17](S(O)(=O)=O)=CC=C[CH:21]=1>CC(C)=O>[CH3:21][C:16]1([CH3:17])[NH:14][C:5](=[O:13])[C:6]2[CH:12]=[CH:11][CH:10]=[CH:9][C:7]=2[O:8]1 |f:2.3|. Reported procedure: A 500-ml flask was charged with 250 ml of chloroform, 27.4 g (0.2 mol) of salicylamide, 23.2 g (0.4 mol) of acetone and 2.7 g of toluene sulfonic acid monohydrate. The flask was equipped with a Soxhlet extraction vessel containing 36.7 g of molecular sieves (Linde Type 3A, 1/16 inch) in the thimble. The reaction mixture was refluxed for 24 hours. Then fresh sieves were placed in the Soxhlet and 10 g of acetone was added to the reaction mixture. Reflux was continued for 24 hours.